Dataset: the Open Reaction Database (ORD), a public repository of structured organic reaction records. Task: describe an organic reaction: reactants, conditions, products, and yield The product is CC(=C1CC[C@H]2C(=C1)CC[C@@H]3[C@@]2(CCC[C@@]3(C)C(=O)O)C)C (neoabietic acid), CC(C)C1=CC2=C(CC1)[C@]3(CCC[C@@]([C@@H]3CC2)(C)C(=O)O)C (palustric acid), CC(C)C1=CC[C@H]2C(=C1)CC[C@@H]3[C@@]2(CCC[C@@]3(C)C(=O)O)C (levopimaric acid), C1=CC=C(C=C1)/C=C/CO[C@H]2[C@@H]([C@H]([C@@H]([C@H](O2)CO)O)O)O (rosin). The reactants are C1=CC=C(C=C1)/C=C/CO[C@H]2[C@@H]([C@H]([C@@H]([C@H](O2)CO)O)O)O (Rosin), CC(C)C1=CC2=CC[C@@H]3[C@@]([C@H]2CC1)(CCC[C@@]3(C)C(=O)O)C (abietic acid), C1=CC=C(C=C1)/C=C/CO[C@H]2[C@@H]([C@H]([C@@H]([C@H](O2)CO)O)O)O (rosin), C1=CC=C(C=C1)/C=C/CO[C@H]2[C@@H]([C@H]([C@@H]([C@H](O2)CO)O)O)O (rosin). Reported procedure: Rosin from the species pinus halepensis was analyzed for content of various types of rosin acids. The rosin had an abietic acid content of 35%, a neoabietic acid content of 15%, a palustric acid content of 17.5% and a levopimaric acid content of 12.5% giving a total of rosin acids having conjugated double bonds of 80%. The rosin was dissolved in toluene to form a 25 to 30% solution. To the solution was added concentrated sulphuric acid, with stirring and cooling. Over 2 hours the temperature ros... Reaction SMILES: [CH:1]1[CH:6]=[CH:5][C:4](/[CH:7]=[CH:8]/[CH2:9][O:10][C@@H:11]2[O:16][C@H:15]([CH2:17][OH:18])[C@@H:14]([OH:19])[C@H:13]([OH:20])[C@H:12]2[OH:21])=[CH:3][CH:2]=1.[CH3:22][CH:23]([C:25]1[CH2:34][CH2:33][C@H:32]2[C:27](=[CH:28][CH2:29][C@H:30]3[C@@:38]([C:40]([OH:42])=[O:41])([CH3:39])[CH2:37][CH2:36][CH2:35][C@@:31]32[CH3:43])[CH:26]=1)[CH3:24]>>[CH3:22][C:23]([CH3:24])=[C:25]1[CH:26]=[C:27]2[CH2:28][CH2:29][C@H:30]3[C@@:38]([C:40]([OH:42])=[O:41])([CH3:39])[CH2:37][CH2:36][CH2:35][C@:31]3([CH3:43])[C@H:32]2[CH2:33][CH2:34]1.[CH3:24][CH:23]([C:25]1[CH2:34][CH2:33][C:32]2[C@:31]3([CH3:43])[C@@H:30]([CH2:29][CH2:28][C:27]=2[CH:26]=1)[C@@:38]([C:40]([OH:42])=[O:41])([CH3:39])[CH2:37][CH2:36][CH2:35]3)[CH3:22].[CH3:24][CH:23]([C:25]1[CH:26]=[C:27]2[CH2:28][CH2:29][C@H:30]3[C@@:38]([C:40]([OH:42])=[O:41])([CH3:39])[CH2:37][CH2:36][CH2:35][C@:31]3([CH3:43])[C@H:32]2[CH2:33][CH:34]=1)[CH3:22].[CH:1]1[CH:2]=[CH:3][C:4](/[CH:7]=[CH:8]/[CH2:9][O:10][C@@H:11]2[O:16][C@H:15]([CH2:17][OH:18])[C@@H:14]([OH:19])[C@H:13]([OH:20])[C@H:12]2[OH:21])=[CH:5][CH:6]=1. Starting materials: OCCCNC(OC(C)(C)C)=O (tert-butyl 3-hydroxypropylcarbamate), C1(=CC=CC=C1)P(C1=CC=CC=C1)C1=CC=CC=C1 (triphenylphosphine), C(Br)(Br)(Br)Br (carbon tetrabromide). Run in ClCCl (dichloromethane). Run at time 18 hour. Product: BrCCCNC(OC(C)(C)C)=O (tert-butyl 3-bromopropylcarbamate). The yield is 66.1%. RXN SMILES: O[CH2:2][CH2:3][CH2:4][NH:5][C:6](=[O:12])[O:7][C:8]([CH3:11])([CH3:10])[CH3:9].C1(P(C2C=CC=CC=2)C2C=CC=CC=2)C=CC=CC=1.C(Br)(Br)(Br)[Br:33]>ClCCl>[Br:33][CH2:2][CH2:3][CH2:4][NH:5][C:6](=[O:12])[O:7][C:8]([CH3:11])([CH3:10])[CH3:9]. Procedure details: To a solution of tert-butyl 3-hydroxypropylcarbamate (5 g, 28.57 mmol) in dichloromethane (200 mL) was added triphenylphosphine (11.52 g, 42.85 mmol) followed by carbon tetrabromide (14.22 g, 42.85 mmol) at 0° C. The reaction mixture was stirred at rt for 18 h while monitoring by TLC. The solvent was removed under reduced pressure and the residue was purified by column chromatography (60-120 mesh silica gel) using 5-10% ethyl acetate in pet-ether to give tert-butyl 3-bromopropylcarbamate (4.5 g,...